Dataset: the Open Reaction Database (ORD), a public repository of structured organic reaction records. Task: describe an organic reaction: reactants, conditions, products, and yield The reactants are CCO, CC(=O)CN(C(=O)Cc1ccccc1)C(C)(C)c1cccc(Cl)c1, [Na+], [OH-]. Product: CC1=C(c2ccccc2)C(=O)N(C(C)(C)c2cccc(Cl)c2)C1. Reaction SMILES: [CH3:27][CH2:28][OH:29].[Cl:1][c:2]1[cH:3][c:4]([C:5]([CH3:6])([CH3:7])[N:8]([C:9]([CH2:10][c:11]2[cH:12][cH:13][cH:14][cH:15][cH:16]2)=[O:17])[CH2:18][C:19]([CH3:20])=[O:21])[cH:22][cH:23][cH:24]1.[Na+:26].[OH-:25]>>[Cl:1][c:2]1[cH:3][c:4]([C:5]([CH3:6])([CH3:7])[N:8]2[C:9](=[O:17])[C:10]([c:11]3[cH:12][cH:13][cH:14][cH:15][cH:16]3)=[C:19]([CH3:20])[CH2:18]2)[cH:22][cH:23][cH:24]1.